This data is from the Open Reaction Database (ORD), a public repository of structured organic reaction records. The task is: describe an organic reaction: reactants, conditions, products, and yield Reactants: CO, CCCc1nc(C)c2c(Cl)nc3ccc(F)cc3n12, ClCCl, [K+], [OH-], O. The product is CCCc1nc(C)c2c(OC)nc3ccc(F)cc3n12. Reaction SMILES: [CH3:26][OH:27].[Cl:1][c:2]1[c:3]2[n:4]([c:5]3[cH:6][c:7]([F:12])[cH:8][cH:9][c:10]3[n:11]1)[c:13]([CH2:17][CH2:18][CH3:19])[n:14][c:15]2[CH3:16].[Cl:22][CH2:23][Cl:24].[K+:21].[OH-:20].[OH2:25]>>[c:2]1([O:20][CH3:23])[c:3]2[n:4]([c:5]3[cH:6][c:7]([F:12])[cH:8][cH:9][c:10]3[n:11]1)[c:13]([CH2:17][CH2:18][CH3:19])[n:14][c:15]2[CH3:16]. Procedure: Using general procedure C, 2-methyl-2-phenyl-cyclobutane-1,3-dione (Lit. 1) was reacted with benzaldehyde and 3,5-dimethyl-1H-indole (Lit. 3) to give the title compound as a colorless solid. MS: 406.5 ([M−H]−). Reactants: CC1(C(CC1=O)=O)C1=CC=CC=C1 (2-methyl-2-phenyl-cyclobutane-1,3-dione), C(C1=CC=CC=C1)=O (benzaldehyde), CC1=CNC2=CC=C(C=C12)C (3,5-dimethyl-1H-indole). Product: CC1=C(NC2=CC=C(C=C12)C)C(C=1C(C(C1O)(C1=CC=CC=C1)C)=O)C1=CC=CC=C1 (2-[(3,5-Dimethyl-1H-indol-2-yl)-phenyl-methyl]-3-hydroxy-4-methyl-4-phenyl-cyclobut-2-enone). RXN SMILES: [CH3:1][C:2]1([C:8]2[CH:13]=[CH:12][CH:11]=[CH:10][CH:9]=2)[C:5](=[O:6])[CH2:4][C:3]1=[O:7].[CH:14](=O)[C:15]1[CH:20]=[CH:19][CH:18]=[CH:17][CH:16]=1.[CH3:22][C:23]1[C:31]2[C:26](=[CH:27][CH:28]=[C:29]([CH3:32])[CH:30]=2)[NH:25][CH:24]=1>>[CH3:22][C:23]1[C:31]2[C:26](=[CH:27][CH:28]=[C:29]([CH3:32])[CH:30]=2)[NH:25][C:24]=1[CH:14]([C:15]1[CH:20]=[CH:19][CH:18]=[CH:17][CH:16]=1)[C:4]1[C:3](=[O:7])[C:2]([CH3:1])([C:8]2[CH:13]=[CH:12][CH:11]=[CH:10][CH:9]=2)[C:5]=1[OH:6]. The reactants are ClC1=CC=C(C=C1)C(CC(CC(C(=O)OCC)=O)=O)=O (ethyl 6-(4-chlorophenyl)-2,4,6-trioxohexanoate), ice. The solvent is S(O)(O)(=O)=O (sulphuric acid). Yields the product ClC1=CC=C(C=C1)C1=CC(C=C(O1)C(=O)OCC)=O (Ethyl 6-(4-chlorophenyl)-4-oxo-4H-pyran-2-carboxylate). RXN SMILES: [Cl:1][C:2]1[CH:7]=[CH:6][C:5]([C:8](=[O:20])[CH2:9][C:10](=[O:19])[CH2:11][C:12](=O)[C:13]([O:15][CH2:16][CH3:17])=[O:14])=[CH:4][CH:3]=1>S(=O)(=O)(O)O>[Cl:1][C:2]1[CH:3]=[CH:4][C:5]([C:8]2[O:20][C:12]([C:13]([O:15][CH2:16][CH3:17])=[O:14])=[CH:11][C:10](=[O:19])[CH:9]=2)=[CH:6][CH:7]=1. Procedure: A solution of ethyl 6-(4-chlorophenyl)-2,4,6-trioxohexanoate (0.26 g) in cold concentrated sulphuric acid (3 ml) was stirred for 3 hours at 0°-5° C. then poured on to ice (10 g). The solid product was recrystallised from ethanol-water to give the title product identical (mp, IR and NMR, and thin-layer chromatography) with the product described in Example 12. Product: CCOP(=O)(CCCNCc1ccc(Cl)cc1)C1CCCO1. Starting materials: [BH3-]C#N, CCOC(OCC)P(=O)(CCCNCc1ccc(Cl)cc1)OCC, C=O, CC(=O)O, CO, [Na+]. RXN SMILES: [C:31]([BH3-:32])#[N:33].[CH2:1]([CH3:2])[O:3][P:4](=[O:5])([CH:6]([O:7][CH2:8][CH3:9])[O:10][CH2:11][CH3:12])[CH2:13][CH2:14][CH2:15][NH:16][CH2:17][c:18]1[cH:19][cH:20][c:21]([Cl:24])[cH:22][cH:23]1.[CH2:25]=[O:26].[CH3:27][C:28](=[O:29])[OH:30].[CH3:35][OH:36].[Na+:34]>>[CH2:1]([CH3:2])[O:3][P:4](=[O:5])([CH:6]1[O:7][CH2:8][CH2:9][CH2:27]1)[CH2:13][CH2:14][CH2:15][NH:16][CH2:17][c:18]1[cH:19][cH:20][c:21]([Cl:24])[cH:22][cH:23]1. The reactants are O=C(O)CCCCc1ccc(B(O)O)cc1, BrCc1ccccc1, O=C(CCCOc1ccc(B(O)O)cc1)OCc1ccccc1. The product is O=C(CCCCc1ccc(B(O)O)cc1)OCc1ccccc1. As a reaction SMILES: [B:24]([OH:25])([OH:26])[c:27]1[cH:28][cH:29][c:30]([CH2:33][CH2:34][CH2:35][CH2:36][C:37]([OH:38])=[O:39])[cH:31][cH:32]1.[Br:40][CH2:41][c:42]1[cH:43][cH:44][cH:45][cH:46][cH:47]1.[CH2:1]([c:2]1[cH:3][cH:4][cH:5][cH:6][cH:7]1)[O:8][C:9](=[O:10])[CH2:11][CH2:12][CH2:13][O:14][c:15]1[cH:16][cH:17][c:18]([B:19]([OH:20])[OH:21])[cH:22][cH:23]1>>[CH2:1]([c:2]1[cH:3][cH:4][cH:5][cH:6][cH:7]1)[O:8][C:9](=[O:10])[CH2:11][CH2:12][CH2:13][CH2:33][c:30]1[cH:29][cH:28][c:27]([B:24]([OH:25])[OH:26])[cH:32][cH:31]1. Reactants: CN(CCNC[C@]12[C@@H]([C@H]3CC[C@@H]4[C@]5(CC=C(C([C@@H]5CC[C@]4([C@@]3(CC1)C)C)(C)C)C1=CC=C(C(=O)OC(C)(C)C)C=C1)C)[C@@H](CC2)C(=C)C)C (tert-butyl 4-((1R,3aS,5aR,5bR,7aR,11aS,11bR,13aR,13bR)-3a-((2-(dimethylamino)ethylamino)methyl)-5a,5b,8,8,11a-pentamethyl-1-(prop-1-en-2-yl)-2,3,3a,4,5,5a,5b,6,7,7a,8,11,11a,11b,12,13,13a,13b-octadecahydro-1H-cyclopenta[a]chrysen-9-yl)benzoate), CCN(C(C)C)C(C)C (Hunig's base), C(CC(=O)[O-])(=O)OC(C)(C)C (Mono-tert-butyl malonate), F[B-](F)(F)F.N1(N=NC2=C1C=CC=C2)OC(=[N+](C)C)N(C)C (O-benzotriazol-1-yl-N,N,N′,N′-tetramethyluronium tetrafluoroborate). Reagents/catalysts: CN(C)C=1C=CN=CC1 (DMAP). Run in ClCCCl (DCE). Product: C(C)(C)(C)OC(CC(=O)N(CCN(C)C)C[C@]12[C@@H]([C@H]3CC[C@@H]4[C@]5(CC=C(C([C@@H]5CC[C@]4([C@@]3(CC1)C)C)(C)C)C1=CC=C(C(=O)OC(C)(C)C)C=C1)C)[C@@H](CC2)C(=C)C)=O (tert-butyl 4-((1R,3aS,5aR,5bR,7aR,11aS,11bR,13aR,13bR)-3a-((3-tert-butoxy-N-(2-(dimethylamino)ethyl)-3-oxopropanamido)methyl)-5a,5b,8,8,11a-pentamethyl-1-(prop-1-en-2-yl)-2,3,3a,4,5,5a,5b,6,7,7a,8,11,11a,11b,12,13,13a,13b-octadecahydro-1H-cyclopenta[a]chrysen-9-yl)benzoate). Isolated yield 97.5%. RXN SMILES: [CH3:1][N:2]([CH3:49])[CH2:3][CH2:4][NH:5][CH2:6][C@:7]12[CH2:45][CH2:44][C@@H:43]([C:46]([CH3:48])=[CH2:47])[C@@H:8]1[C@@H:9]1[C@@:22]([CH3:25])([CH2:23][CH2:24]2)[C@@:21]2([CH3:26])[C@@H:12]([C@:13]3([CH3:42])[C@@H:18]([CH2:19][CH2:20]2)[C:17]([CH3:28])([CH3:27])[C:16]([C:29]2[CH:41]=[CH:40][C:32]([C:33]([O:35][C:36]([CH3:39])([CH3:38])[CH3:37])=[O:34])=[CH:31][CH:30]=2)=[CH:15][CH2:14]3)[CH2:11][CH2:10]1.CCN(C(C)C)C(C)C.[C:59]([O:65][C:66]([CH3:69])([CH3:68])[CH3:67])(=[O:64])[CH2:60][C:61]([O-])=[O:62].F[B-](F)(F)F.N1(OC(N(C)C)=[N+](C)C)C2C=CC=CC=2N=N1>ClCCCl.CN(C1C=CN=CC=1)C>[C:66]([O:65][C:59](=[O:64])[CH2:60][C:61]([N:5]([CH2:6][C@:7]12[CH2:45][CH2:44][C@@H:43]([C:46]([CH3:48])=[CH2:47])[C@@H:8]1[C@@H:9]1[C@@:22]([CH3:25])([CH2:23][CH2:24]2)[C@@:21]2([CH3:26])[C@@H:12]([C@:13]3([CH3:42])[C@@H:18]([CH2:19][CH2:20]2)[C:17]([CH3:28])([CH3:27])[C:16]([C:29]2[CH:41]=[CH:40][C:32]([C:33]([O:35][C:36]([CH3:37])([CH3:38])[CH3:39])=[O:34])=[CH:31][CH:30]=2)=[CH:15][CH2:14]3)[CH2:11][CH2:10]1)[CH2:4][CH2:3][N:2]([CH3:1])[CH3:49])=[O:62])([CH3:69])([CH3:68])[CH3:67] |f:3.4|. Procedure: To a solution of tert-butyl 4-((1R,3aS,5aR,5bR,7aR,11aS,11bR,13aR,13bR)-3a-((2-(dimethylamino)ethylamino)methyl)-5a,5b,8,8,11a-pentamethyl-1-(prop-1-en-2-yl)-2,3,3a,4,5,5a,5b,6,7,7a,8,11,11a,11b,12,13,13a,13b-octadecahydro-1H-cyclopenta[a]chrysen-9-yl)benzoate (27 mg, 0.040 mmol) in DCE (2 ml) was added Hunig's base (0.021 ml, 0.121 mmol), DMAP (1 mg, 8.19 μmol), Mono-tert-butyl malonate (0.012 ml, 0.080 mmol), and O-benzotriazol-1-yl-N,N,N′,N′-tetramethyluronium tetrafluoroborate (19.38 mg, 0.0... The reactants are O=CC(O)CO (Glyceraldehyde), C(CO)=O (glycol aldehyde), aldehyde, C(CO)O (ethylene glycol). The solvent is CO (methanol). Product: C([C@H]([C@H]([C@@H]([C@H]([C@H](C=O)O)O)O)O)O)O (glucoheptose). Reaction SMILES: [O:1]=[CH:2][CH:3]([CH2:5][OH:6])[OH:4].[CH2:7]([OH:10])[CH2:8][OH:9].[CH:11](=[O:14])[CH2:12][OH:13]>CO>[CH2:11]([OH:14])[C@@H:12]([OH:13])[C@@H:7]([OH:10])[C@H:8]([OH:9])[C@@H:5]([OH:6])[C@@H:3]([OH:4])[CH:2]=[O:1]. Procedure details: Using the above described procedure of Example 1, glucose (Example 2) was cleanly decarbonylated by one equivalent of chlorotris(triphenylphosphine)rhodium to yield arabinitol (88%) in about 4 hours. Similarly, arabinose (Example 3) yielded erythritol (84%). Glyceraldehyde (Example 4), which has a higher free aldehyde content (ca. 2% in aqueous solution at room temperature), yielded ethylene glycol (95%) in just 30 minutes under the same conditions. Similar results were observed with glycol alde...